Dataset: the Open Reaction Database (ORD), a public repository of structured organic reaction records. Task: describe an organic reaction: reactants, conditions, products, and yield The reactants are Cc1cnc(N2CCN(C(=O)OC(C)(C)C)CC2)c(C2CC2)c1, CCOC(C)=O, CCOC(C)=O, ClC(Cl)Cl, Cl. The product is Cl, Cc1cnc(N2CCNCC2)c(C2CC2)c1. Reaction SMILES: [C:1]([O:2][C:3](=[O:4])[N:8]1[CH2:9][CH2:10][N:11]([c:14]2[n:15][cH:16][c:17]([CH3:23])[cH:18][c:19]2[CH:20]2[CH2:21][CH2:22]2)[CH2:12][CH2:13]1)([CH3:5])([CH3:6])[CH3:7].[C:24]([O:25][CH2:26][CH3:27])(=[O:28])[CH3:29].[CH3:31][CH2:32][O:33][C:34](=[O:35])[CH3:36].[CH:37]([Cl:38])([Cl:39])[Cl:40].[ClH:30]>>[ClH:30].[NH:8]1[CH2:9][CH2:10][N:11]([c:14]2[n:15][cH:16][c:17]([CH3:23])[cH:18][c:19]2[CH:20]2[CH2:21][CH2:22]2)[CH2:12][CH2:13]1. The reactants are CO, O=[N+]([O-])c1cc(F)ccc1Oc1ccccc1. The product is Nc1cc(F)ccc1Oc1ccccc1. As a reaction SMILES: [CH3:18][OH:19].[F:1][c:2]1[cH:3][cH:4][c:5]([O:11][c:12]2[cH:13][cH:14][cH:15][cH:16][cH:17]2)[c:6]([N+:8]([O-:9])=[O:10])[cH:7]1>>[F:1][c:2]1[cH:3][cH:4][c:5]([O:11][c:12]2[cH:13][cH:14][cH:15][cH:16][cH:17]2)[c:6]([NH2:8])[cH:7]1.